Dataset: the Open Reaction Database (ORD), a public repository of structured organic reaction records. Task: describe an organic reaction: reactants, conditions, products, and yield Starting materials: N (NH3), C(CC(O)(C(=O)O)CC(=O)O)(=O)O (citric acid), N([C@@H](CCCC)C(=O)O)C(=O)OC(C)(C)C (N-Boc-L-Nle-OH), CN1CCOCC1 (4-methylmorpholine), ClC(=O)OCC(C)C (iso-butyl chloroformate). Run in C1CCOC1 (THF). Conditions: time 2 hour. Yields the product N([C@@H](CCCC)C(=O)N)C(=O)OC(C)(C)C (N-Boc-L-Nle-NH2). The yield is 91.0%. Reaction SMILES: [NH:1]([C:10]([O:12][C:13]([CH3:16])([CH3:15])[CH3:14])=[O:11])[C@H:2]([C:7](O)=[O:8])[CH2:3][CH2:4][CH2:5][CH3:6].C[N:18]1CCOCC1.ClC(OCC(C)C)=O.N.C(O)(=O)CC(CC(O)=O)(C(O)=O)O>C1COCC1>[NH:1]([C:10]([O:12][C:13]([CH3:16])([CH3:15])[CH3:14])=[O:11])[C@H:2]([C:7]([NH2:18])=[O:8])[CH2:3][CH2:4][CH2:5][CH3:6]. Reported procedure: To a stirred solution of N-Boc-L-Nle-OH (0.5 g, 2.2 mmol) in anhydrous THF (15 mL) under Ar at -230° C. was added 4-methylmorpholine followed by iso-butyl chloroformate (0.21 mL, 2.2 mmol). The reaction mixture was then treated with gaseous NH3 for 1 h. Stirring was continued at -23° C. for an additional 2 h. The mixture was warmed to R.T. and then poured onto 10% aqueous citric acid (20 mL). The mixture was extracted with EA (3×50 mL). The combined organics were washed with sat. NaHCO3 (3×25 mL... The reactants are CC(C)(C)c1cccc(NC(=O)C2CCc3ccc(Oc4ccnc(Cl)c4)cc3C2)c1, C1CNCCN1, CC#N. The product is CC(C)(C)c1cccc(NC(=O)C2CCc3ccc(Oc4ccnc(N5CCNCC5)c4)cc3C2)c1. As a reaction SMILES: [C:1]([CH3:2])([CH3:3])([CH3:4])[c:5]1[cH:6][c:7]([NH:11][C:12](=[O:13])[CH:14]2[CH2:15][c:16]3[cH:17][c:18]([O:24][c:25]4[cH:26][c:27]([Cl:31])[n:28][cH:29][cH:30]4)[cH:19][cH:20][c:21]3[CH2:22][CH2:23]2)[cH:8][cH:9][cH:10]1.[CH2:32]1[CH2:33][NH:34][CH2:35][CH2:36][NH:37]1.[CH3:38][C:39]#[N:40]>>[C:1]([CH3:2])([CH3:3])([CH3:4])[c:5]1[cH:6][c:7]([NH:11][C:12](=[O:13])[CH:14]2[CH2:15][c:16]3[cH:17][c:18]([O:24][c:25]4[cH:26][c:27]([N:34]5[CH2:33][CH2:32][NH:37][CH2:36][CH2:35]5)[n:28][cH:29][cH:30]4)[cH:19][cH:20][c:21]3[CH2:22][CH2:23]2)[cH:8][cH:9][cH:10]1. RXN SMILES: C(O[C:4]([C:6]1[C:7]([OH:23])=[C:8]2[CH:14]=[CH:13][N:12]([CH2:15][C:16]3[CH:21]=[CH:20][CH:19]=[CH:18][C:17]=3[F:22])[C:9]2=[CH:10][N:11]=1)=[O:5])C.[NH2:24][CH2:25][C:26]([OH:28])=[O:27].C[O-].[Na+].CO>>[F:22][C:17]1[CH:18]=[CH:19][CH:20]=[CH:21][C:16]=1[CH2:15][N:12]1[C:9]2=[CH:10][N:11]=[C:6]([C:4]([NH:24][CH2:25][C:26]([OH:28])=[O:27])=[O:5])[C:7]([OH:23])=[C:8]2[CH:14]=[CH:13]1 |f:2.3.4|. Reactants: C(C)OC(=O)C=1C(=C2C(=CN1)N(C=C2)CC2=C(C=CC=C2)F)O (1-(2-fluoro-benzyl)-4-hydroxy-1H-pyrrolo[2,3-c]pyridine-5-carboxylic acid ethyl ester), NCC(=O)O (glycine), C[O-].[Na+].CO (NaOMe HOMe). Yields the product FC1=C(CN2C=CC=3C2=CN=C(C3O)C(=O)NCC(=O)O)C=CC=C1 ({[1-(2-Fluoro-benzyl)-4-hydroxy-1H-pyrrolo[2,3-c]pyridine-5-carbonyl]-amino}-acetic acid). Procedure: Prepared in analogy to that of Example 1(e) from 1-(2-fluoro-benzyl)-4-hydroxy-1H-pyrrolo[2,3-c]pyridine-5-carboxylic acid ethyl ester, glycine and NaOMe/HOMe. The title compound, ESI MS (m/z): 344 (M+H)+. The reactants are COCC1CNCC2(CCN(CC2)C(=O)OC(C)(C)C)O1 (tert-butyl 10-(methoxymethyl)-11-oxa-3,8-diazaspiro[5.5]undecane-3-carboxylate), C(=O)([O-])[O-].[K+].[K+] (K2CO3), BrCC(C)=O (1-bromopropan-2-one). The solvent is ClCCl (dichloromethane), C(C)#N (acetonitrile). The product is COCC1OC2(CN(C1)CC(C)=O)CCN(CC2)C(=O)OC(C)(C)C (tert-butyl 2-(methoxymethyl)-4-(2-oxopropyl)-1-oxa-4,9-diazaspiro[5.5]undecane-9-carboxylate). Reaction SMILES: [CH3:1][O:2][CH2:3][CH:4]1[O:21][C:8]2([CH2:13][CH2:12][N:11]([C:14]([O:16][C:17]([CH3:20])([CH3:19])[CH3:18])=[O:15])[CH2:10][CH2:9]2)[CH2:7][NH:6][CH2:5]1.C([O-])([O-])=O.[K+].[K+].Br[CH2:29][C:30](=[O:32])[CH3:31]>C(#N)C.ClCCl>[CH3:1][O:2][CH2:3][CH:4]1[CH2:5][N:6]([CH2:29][C:30](=[O:32])[CH3:31])[CH2:7][C:8]2([CH2:13][CH2:12][N:11]([C:14]([O:16][C:17]([CH3:18])([CH3:20])[CH3:19])=[O:15])[CH2:10][CH2:9]2)[O:21]1 |f:1.2.3|. Reported procedure: To a mixture of tert-butyl 10-(methoxymethyl)-11-oxa-3,8-diazaspiro[5.5]undecane-3-carboxylate and K2CO3 (115 mg, 0.832 mmol) in acetonitrile (1.4 mL) was added 1-bromopropan-2-one (304 mg, 2.00 mmol). The reaction mixture was heated under argon in a sealed tube for 16 h. The mixture was cooled, diluted with dichloromethane and washed with water. The organic layer was dried over Na2SO4, filtered and concentrated in vacuo to provide tert-butyl 2-(methoxymethyl)-4-(2-oxopropyl)-1-oxa-4,9-diazaspir... The reactants are ClC=1C=CC2=C(C(=CS2)CCI)C1 (2-(5-chloro-1-benzothiophene-3-yl)ethyl iodide), C(C)(C)N(C(C)C)CC (N,N-diisopropylethylamine), CS(=O)C (DMSO), N1CCC(=CC1)N1C=CC2=CC=CC=C12 ((1,2,3,6-tetrahydro-4-pyridinyl)-1H-indole). Product: S1C=C(C2=C1C=CC=C2)CCN2CCC(=CC2)C2=CNC1=CC=CC=C21 (3-{1-[2-(1-benzothiophene-3-yl)ethyl]-1,2,3,6-tetrahydro-4-pyridinyl}-1H-indole). RXN SMILES: Cl[C:2]1[CH:3]=[CH:4][C:5]2[S:9][CH:8]=[C:7]([CH2:10][CH2:11]I)[C:6]=2[CH:13]=1.N1CC=C([N:20]2[C:28]3[C:23](=[CH:24][CH:25]=[CH:26][CH:27]=3)[CH:22]=[CH:21]2)CC1.C([N:32]([CH2:36][CH3:37])[CH:33]([CH3:35])C)(C)C.[CH3:38]S(C)=O>>[S:9]1[C:5]2[CH:4]=[CH:3][CH:2]=[CH:13][C:6]=2[C:7]([CH2:10][CH2:11][N:32]2[CH2:33][CH:35]=[C:38]([C:22]3[C:23]4[C:28](=[CH:27][CH:26]=[CH:25][CH:24]=4)[NH:20][CH:21]=3)[CH2:37][CH2:36]2)=[CH:8]1. Procedure: A mixture of 2-(5-chloro-1-benzothiophene-3-yl)ethyl iodide (318 mg. 1 mmol) (obtained by the above mentioned process) and 3 (1,2,3,6-tetrahydro-4-pyridinyl)-1H-indole (198 mg, 1 mmol) was heated at 120° C. in DMSO in the presence of N,N-diisopropylethylamine (5 ml, excess) for 24 hrs. At the end, the reaction mixture was quenched with water and extracted with chloroform. The organic layer was washed with water and dried over anhydrous MgSO4 and concentrated to dryness. The dark colored solid wa... Starting materials: C(C)(C)(C)OC(=O)N1CCC2(CC(N(C2=O)O)=O)CC1 (8-tert-butyloxycarbonyl-2-hydroxy-2,8-diazaspiro[4,5]decane-1,3-dione), [H-].[Na+] (sodium hydride), C(C)(=O)OCC (ethyl acetate), ClCC#N (chloroacetonitrile). Solvent: CN(C=O)C (dimethylformamide). Conditions: time 1 hour. The product is C(C)(C)(C)OC(=O)N1CCC2(CC(N(C2=O)OCC#N)=O)CC1 (8-tert-Butyloxycarbonyl-2-cyanomethyloxy-2,8-diazaspiro[4,5]decane-1,3-dion). Reaction SMILES: [C:1]([O:5][C:6]([N:8]1[CH2:20][CH2:19][C:11]2([C:15](=[O:16])[N:14]([OH:17])[C:13](=[O:18])[CH2:12]2)[CH2:10][CH2:9]1)=[O:7])([CH3:4])([CH3:3])[CH3:2].[H-].[Na+].Cl[CH2:24][C:25]#[N:26].C(OCC)(=O)C>CN(C)C=O>[C:1]([O:5][C:6]([N:8]1[CH2:20][CH2:19][C:11]2([C:15](=[O:16])[N:14]([O:17][CH2:24][C:25]#[N:26])[C:13](=[O:18])[CH2:12]2)[CH2:10][CH2:9]1)=[O:7])([CH3:4])([CH3:2])[CH3:3] |f:1.2|. Procedure: To a solution of 8-tert-butyloxycarbonyl-2-hydroxy-2,8-diazaspiro[4,5]decane-1,3-dione (0.56 g) in dimethylformamide (5 ml) was added 88 mg of sodium hydride (60% in oil), and the mixture was stirred for one hour at room temperature. To the mixture was added chloroacetonitrile (140 μl). The whole mixture was stirred for 2 hours at room temperature, to which was added ethyl acetate (30 ml), followed by washing with a saturated aqueous solution of sodium hydrogencarbonate and then with a 10% aqueo... Starting materials: ClC1=CC=C(C(=O)C2=C(C(=C(N2C)CC(=O)O)C(=O)O)C)C=C1 (5-(p-chlorobenzoyl)-1,4-dimethyl-3-hydroxycarbonyl-pyrrole-2-acetic acid). Solvent: FC(C(=O)O)(F)F (trifluoroacetic acid). Yields the product ClC1=CC=C(C(=O)C2=C(C=C(N2C)CC(=O)O)C)C=C1 (5-(p-chlorobenzoyl)-1,4-dimethyl-pyrrole-2-acetic acid). Isolated yield 91.0%. Reaction SMILES: [Cl:1][C:2]1[CH:23]=[CH:22][C:5]([C:6]([C:8]2[N:12]([CH3:13])[C:11]([CH2:14][C:15]([OH:17])=[O:16])=[C:10](C(O)=O)[C:9]=2[CH3:21])=[O:7])=[CH:4][CH:3]=1>FC(F)(F)C(O)=O>[Cl:1][C:2]1[CH:23]=[CH:22][C:5]([C:6]([C:8]2[N:12]([CH3:13])[C:11]([CH2:14][C:15]([OH:17])=[O:16])=[CH:10][C:9]=2[CH3:21])=[O:7])=[CH:4][CH:3]=1. Reported procedure: Two hundred and thirty-five milligrams of 5-(p-chlorobenzoyl)-1,4-dimethyl-3-hydroxycarbonyl-pyrrole-2-acetic acid is dissolved in 5 ml of trifluoroacetic acid and the resulting solution is heated to reflux for 1.5 hours. After most of the solvent is removed in vacuo, the residue is treated with 10 ml of water. The resulting residue is filtered and dried in vacuo to give 5-(p-chlorobenzoyl)-1,4-dimethyl-pyrrole-2-acetic acid (Zomepirac) in 91% yield, m.p. 184°-185° C. Reactants: C(#N)C=1C=C(C=CC1)O (3-Cyanophenol), O[C@H]1CC[C@H](CC1)C(=O)OC (methyl cis-4-hydroxycyclohexanecarboxylate), C(#N)C=P(CCCC)(CCCC)CCCC (cyanomethylenetributylphosphorane). The solvent is C1(=CC=CC=C1)C (toluene). The product is C(#N)C=1C=C(O[C@@H]2CC[C@H](CC2)C(=O)OC)C=CC1 (Methyl trans-4-(3-cyanophenoxy)cyclohexanecarboxylate). As a reaction SMILES: [C:1]([C:3]1[CH:4]=[C:5]([OH:9])[CH:6]=[CH:7][CH:8]=1)#[N:2].O[C@@H:11]1[CH2:16][CH2:15][C@H:14]([C:17]([O:19][CH3:20])=[O:18])[CH2:13][CH2:12]1.C(C=P(CCCC)(CCCC)CCCC)#N>C1(C)C=CC=CC=1>[C:1]([C:3]1[CH:4]=[C:5]([CH:6]=[CH:7][CH:8]=1)[O:9][C@H:11]1[CH2:16][CH2:15][C@H:14]([C:17]([O:19][CH3:20])=[O:18])[CH2:13][CH2:12]1)#[N:2]. Procedure: 3-Cyanophenol (3.00 g, 25.2 mmol) and methyl cis-4-hydroxycyclohexanecarboxylate (2.66 g, 16.8 mmol) were dissolved in toluene (80 mL), and cyanomethylenetributylphosphorane (6.6 mL, 25.2 mmol) was added thereto, and then, the resulting mixture was heated to reflux under a nitrogen atmosphere for 2.5 hours.